This data is from the Open Reaction Database (ORD), a public repository of structured organic reaction records. The task is: describe an organic reaction: reactants, conditions, products, and yield Starting materials: C1(CCCCC1)C(O)C=1C2=C(N=CN1)N(C=C2)[Si](C(C)C)(C(C)C)C(C)C (Cyclohexyl[7-(triisopropylsilyl)-7H-pyrrolo[2,3-d]pyrimidin-4-yl]methanol), CC(=O)OI1(C2=CC=CC=C2C(=O)O1)(OC(=O)C)OC(=O)C (1,1,1-triacetoxy-1,1-dihydro-1,2-benziodoxol-3(1H)-one), C(O)([O-])=O.[Na+] (sodium hydrogen carbonate), S(=S)(=O)([O-])[O-].[Na+].[Na+] (sodium thiosulfate). Solvent: ClCCl (dichloromethane). Product: C1(CCCCC1)C(=O)C=1C2=C(N=CN1)N(C=C2)[Si](C(C)C)(C(C)C)C(C)C (Cyclohexyl[7-(triisopropylsilyl)-7H-pyrrolo[2,3-d]pyrimidin-4-yl]methanone). Isolated yield 56.2%. As a reaction SMILES: [CH:1]1([CH:7]([C:9]2[C:10]3[CH:17]=[CH:16][N:15]([Si:18]([CH:25]([CH3:27])[CH3:26])([CH:22]([CH3:24])[CH3:23])[CH:19]([CH3:21])[CH3:20])[C:11]=3[N:12]=[CH:13][N:14]=2)[OH:8])[CH2:6][CH2:5][CH2:4][CH2:3][CH2:2]1.CC(OI1(OC(C)=O)(OC(C)=O)OC(=O)C2C1=CC=CC=2)=O.C(=O)([O-])O.[Na+].S([O-])([O-])(=O)=S.[Na+].[Na+]>ClCCl>[CH:1]1([C:7]([C:9]2[C:10]3[CH:17]=[CH:16][N:15]([Si:18]([CH:22]([CH3:24])[CH3:23])([CH:25]([CH3:27])[CH3:26])[CH:19]([CH3:20])[CH3:21])[C:11]=3[N:12]=[CH:13][N:14]=2)=[O:8])[CH2:2][CH2:3][CH2:4][CH2:5][CH2:6]1 |f:2.3,4.5.6|. Procedure details: Cyclohexyl[7-(triisopropylsilyl)-7H-pyrrolo[2,3-d]pyrimidin-4-yl]methanol (211 mg, 0.540 mmol) in dichloromethane (7 mL) was stirred with 1,1,1-triacetoxy-1,1-dihydro-1,2-benziodoxol-3(1H)-one (347 mg, 0.820 mmol) at room temperature for 2.5 hours. After addition of a mixture (1/1 (v/v)) of saturated aqueous sodium hydrogen carbonate and saturated aqueous sodium thiosulfate, the reaction mixture was extracted with ethyl acetate, and the organic layer was dried over anhydrous sodium sulfate and c...